Dataset: the Open Reaction Database (ORD), a public repository of structured organic reaction records. Task: describe an organic reaction: reactants, conditions, products, and yield The reactants are Cl.NC(=CC(=O)OCC)OCC (ethyl β-amino-β-ethoxyacrylate hydrochloride), CN1CCOCC1 (N-methylmorpholine), ClC(=O)OC (methyl chloroformate). Solvent: C(Cl)Cl (methylene chloride), C(Cl)Cl (methylene chloride). Product: COC(N=CCC(=O)OCCOCC)=O (methyl[(1-ethoxy-2-ethoxycarbonyl)-ethylidene]carbamate). RXN SMILES: Cl.[NH2:2][C:3](OCC)=[CH:4][C:5]([O:7][CH2:8][CH3:9])=[O:6].CN1CC[O:17][CH2:16][CH2:15]1.Cl[C:21]([O:23][CH3:24])=[O:22]>C(Cl)Cl>[CH3:24][O:23][C:21](=[O:22])[N:2]=[CH:3][CH2:4][C:5]([O:7][CH2:8][CH2:9][O:17][CH2:16][CH3:15])=[O:6] |f:0.1|. Reported procedure: A solution consisting of 96 g of ethyl β-amino-β-ethoxyacrylate hydrochloride, 800 ml of methylene chloride and 120 ml of N-methylmorpholine is warmed to 40°. While stirring there is added dropwise within 2 hours a solution of 65 ml of methyl chloroformate in 350 ml of methylene chloride. After completion of the addition, the mixture is stirred at 40° for a further 2 hours. Thereupon, the resulting salt is filtered off under suction and washed with about 50 ml of methylene chloride. The filtrate... As a reaction SMILES: Br[CH2:2][C:3]([C:5]1[CH:10]=[CH:9][CH:8]=[C:7]([Cl:11])[CH:6]=1)=[O:4].[S-:12][C:13]#[N:14].[K+].O>C(O)C>[Cl:11][C:7]1[CH:6]=[C:5]([C:3](=[O:4])[CH2:2][S:12][C:13]#[N:14])[CH:10]=[CH:9][CH:8]=1 |f:1.2|. The yield is 72.0%. Yields the product ClC=1C=C(C=CC1)C(CSC#N)=O (2-(3-Chlorophenyl)-2-oxoethyl thiocyanate). Reactants: BrCC(=O)C1=CC(=CC=C1)Cl (2-bromo-1-(3-chlorophenyl)ethanone), [S-]C#N.[K+] (potassium thiocyanate), O (water). Procedure: A solution of 2-bromo-1-(3-chlorophenyl)ethanone (7.55 g, 32.3 mmol) and potassium thiocyanate (3.14 g, 32.3 mmol) in ethanol (70 ml) was stirred at 80° C. for 2 hours. After cooling to room temperature, water (70 ml) was poured to the reaction mixture. Crystals were collected by filtration and washed with water to give 4.92 g (69.8%) of the desired product as a solid. The solvent is C(C)O (ethanol). Reactants: ClC1=NC(=NC(=C1)C(F)(F)F)C=1C=NC=CC1 (4-chloro-2-(3-pyridinyl)-6-(trifluoromethyl)pyrimidine), NC=1C=C(C=CC1)O (3-aminophenol), Cl (HCl). Run in O.C(C)O (water ethanol). Product: Cl.OC=1C=C(NC2=NC(=NC(=C2)C(F)(F)F)C=2C=NC=CC2)C=CC1 (4-(3-Hydroxyanilino)-2-(3-pyridinyl)-6-(trifluoromethyl)pyrimidine hydrochloride), crystals. The yield is 30.0%. RXN SMILES: [Cl:1][C:2]1[CH:7]=[C:6]([C:8]([F:11])([F:10])[F:9])[N:5]=[C:4]([C:12]2[CH:13]=[N:14][CH:15]=[CH:16][CH:17]=2)[N:3]=1.[NH2:18][C:19]1[CH:20]=[C:21]([OH:25])[CH:22]=[CH:23][CH:24]=1.Cl>O.C(O)C>[ClH:1].[OH:25][C:21]1[CH:20]=[C:19]([CH:24]=[CH:23][CH:22]=1)[NH:18][C:2]1[CH:7]=[C:6]([C:8]([F:11])([F:10])[F:9])[N:5]=[C:4]([C:12]2[CH:13]=[N:14][CH:15]=[CH:16][CH:17]=2)[N:3]=1 |f:3.4,5.6|. Procedure details: The title compound was prepared from a mixture of 4-chloro-2-(3-pyridinyl)-6-(trifluoromethyl)pyrimidine (50 mg, 0.193 mmol), 3-aminophenol (32 mg, 0.290 mmol), and 2N HCl (150 μl) in water:ethanol (2:1, 10 ml) was refluxed for 24 h. The mixture was cooled to room temperature and the resulting crystals was filtered, washed with water, with water:ethanol (2:1) and dried to give a tan crystals (22 mg, 30%). 1H NMR (DMSO-d6): 10.17 (s, 1H), 9.36 (d, J=1.5 Hz, 1H), 8.72–8.66 (m, 2H), 7.66–7.62 (m, 1... Starting materials: CS(C)=O, CCOC(C)=O, CC1(c2ccc(O)cc2)COc2cc(O)ccc2C1CCCCc1ccc(OCCC(CCCC(F)(F)C(F)(F)F)(C(=O)O)C(=O)O)cc1. Product: CC1(c2ccc(O)cc2)COc2cc(O)ccc2C1CCCCc1ccc(OCCC(CCCC(F)(F)C(F)(F)F)C(=O)O)cc1. As a reaction SMILES: [CH3:50][S:51](=[O:52])[CH3:53].[CH3:54][CH2:55][O:56][C:57](=[O:58])[CH3:59].[F:1][C:2]([CH2:3][CH2:4][CH2:5][C:6]([C:7](=[O:8])[OH:9])([C:10]([OH:11])=[O:12])[CH2:13][CH2:14][O:15][c:16]1[cH:17][cH:18][c:19]([CH2:22][CH2:23][CH2:24][CH2:25][CH:26]2[C:27]([CH3:37])([c:38]3[cH:39][cH:40][c:41]([OH:44])[cH:42][cH:43]3)[CH2:28][O:29][c:30]3[cH:31][c:32]([OH:36])[cH:33][cH:34][c:35]32)[cH:20][cH:21]1)([C:45]([F:46])([F:47])[F:48])[F:49]>>[F:1][C:2]([CH2:3][CH2:4][CH2:5][CH:6]([C:7](=[O:8])[OH:9])[CH2:13][CH2:14][O:15][c:16]1[cH:17][cH:18][c:19]([CH2:22][CH2:23][CH2:24][CH2:25][CH:26]2[C:27]([CH3:37])([c:38]3[cH:39][cH:40][c:41]([OH:44])[cH:42][cH:43]3)[CH2:28][O:29][c:30]3[cH:31][c:32]([OH:36])[cH:33][cH:34][c:35]32)[cH:20][cH:21]1)([C:45]([F:46])([F:47])[F:48])[F:49]. RXN SMILES: [CH3:15][CH:16]([C:17](=[O:18])[NH:19][c:20]1[cH:21][c:22]([CH:26]2[CH2:27][CH2:28][NH:29][CH2:30][CH2:31]2)[cH:23][cH:24][cH:25]1)[CH3:32].[O:1]1[CH2:2][CH2:3][N:4]([c:7]2[c:8]([CH:9]=[O:10])[cH:11][cH:12][cH:13][cH:14]2)[CH2:5][CH2:6]1>>[O:1]1[CH2:2][CH2:3][N:4]([c:7]2[c:8]([CH2:9][N:29]3[CH2:28][CH2:27][CH:26]([c:22]4[cH:21][c:20]([NH:19][C:17]([CH:16]([CH3:15])[CH3:32])=[O:18])[cH:25][cH:24][cH:23]4)[CH2:31][CH2:30]3)[cH:11][cH:12][cH:13][cH:14]2)[CH2:5][CH2:6]1. The reactants are CC(C)C(=O)Nc1cccc(C2CCNCC2)c1, O=Cc1ccccc1N1CCOCC1. The product is CC(C)C(=O)Nc1cccc(C2CCN(Cc3ccccc3N3CCOCC3)CC2)c1. Reactants: ClC1=CC=C(C=O)C=C1 (p-chlorobenzaldehyde), FC(C(=O)OC(C(F)(F)F)=O)(F)F (trifluoroacetic anhydride), C(C)(C)NC(C)C (diisopropylamine), solution, C(CCC)[Li] (n-butyllithium), CC1(OC(=CC1=O)C)C (2,2,5-trimethyl-3(2H)-furanone). Solvent: O1CCCC1 (tetrahydrofuran), C(C)N(CC)CC (triethylamine), CN(P(=O)(N(C)C)N(C)C)C (Hexamethylphosphoramide), O1CCCC1 (tetrahydrofuran), CCCCCC (hexane), O1CCCC1 (tetrahydrofuran). Reaction conditions: time 15 minute. Yields the product CC1(OC(=CC1=O)C=CC1=CC=C(C=C1)Cl)C (2,2-Dimethyl-5-[2-(4-chlorophenyl)ethenyl]-3(2H)-furanone). Yield: 71.6%. Reaction SMILES: C(NC(C)C)(C)C.C([Li])CCC.[CH3:13][C:14]1([CH3:21])[C:18](=[O:19])[CH:17]=[C:16]([CH3:20])[O:15]1.[Cl:22][C:23]1[CH:30]=[CH:29][C:26]([CH:27]=O)=[CH:25][CH:24]=1.FC(F)(F)C(OC(=O)C(F)(F)F)=O>O1CCCC1.CCCCCC.C(N(CC)CC)C.CN(C)P(N(C)C)(N(C)C)=O>[CH3:13][C:14]1([CH3:21])[C:18](=[O:19])[CH:17]=[C:16]([CH:20]=[CH:27][C:26]2[CH:29]=[CH:30][C:23]([Cl:22])=[CH:24][CH:25]=2)[O:15]1. Procedure details: To a solution of dry diisopropylamine (5.0 mL, 35.7 mM) in dry tetrahydrofuran (150 mL) at -78° C., was added dropwise a 2.3N solution of n-butyllithium in hexane (15.5 mL, 35.7 mM). After the reaction solution was stirred 15 minutes, a solution of 2,2,5-trimethyl-3(2H)-furanone (3.0 g, 23.8 mM) in tetrahydrofuran (25 mL) was added dropwise. Hexamethylphosphoramide (6.4 mL, 34.7 mM) was added dropwise after 30 minutes. Finally, p-chlorobenzaldehyde (3.0 g, 2.7.8 mM) in tetrahydrofuran (25 mL) wa... The reactants are C(C)OC([C@H](CC1=CC=C(C=C1)OCC(=O)O)OC)=O ((2S)-3-(4-carboxymethoxy-phenyl)-2-methoxy-propionic acid ethyl ester), ClC1=CC=C(C=C1)C(=O)C1CCNCC1 ((4-chloro-phenyl)-piperidin-4-yl-methanone), C(C)O[C@H](C(=O)O)CC1=CC=C(C=C1)O[C@H](C)C(NCCC1=CC=C(C=C1)OC1=CC=CC=C1)=O ((2S,1R)-2-ethoxy-3-(4-{1-[2-(4-phenoxy-phenyl)-ethylcarbamoyl]-ethoxy}-phenyl)-propionic acid). Product: ClC1=CC=C(C(=O)C2CCN(CC2)C(COC2=CC=C(C=C2)C[C@@H](C(=O)O)OC)=O)C=C1 ((2S)-3-(4-{2-[4-(4-chloro-benzoyl)-piperidin-1-yl]-2-oxo-ethoxy}-phenyl)-2-methoxy-propionic acid). RXN SMILES: C([O:3][C:4](=[O:20])[C@@H:5]([O:18][CH3:19])[CH2:6][C:7]1[CH:12]=[CH:11][C:10]([O:13][CH2:14][C:15]([OH:17])=O)=[CH:9][CH:8]=1)C.[Cl:21][C:22]1[CH:27]=[CH:26][C:25]([C:28]([CH:30]2[CH2:35][CH2:34][NH:33][CH2:32][CH2:31]2)=[O:29])=[CH:24][CH:23]=1.C(O[C@@H](CC1C=CC(O[C@@H](C(=O)NCCC2C=CC(OC3C=CC=CC=3)=CC=2)C)=CC=1)C(O)=O)C>>[Cl:21][C:22]1[CH:23]=[CH:24][C:25]([C:28]([CH:30]2[CH2:35][CH2:34][N:33]([C:15](=[O:17])[CH2:14][O:13][C:10]3[CH:9]=[CH:8][C:7]([CH2:6][C@H:5]([O:18][CH3:19])[C:4]([OH:3])=[O:20])=[CH:12][CH:11]=3)[CH2:32][CH2:31]2)=[O:29])=[CH:26][CH:27]=1. Procedure details: The title compound was prepared from (2S)-3-(4-carboxymethoxy-phenyl)-2-methoxy-propionic acid ethyl ester (PREPARATION 3, step 2) and (4-chloro-phenyl)-piperidin-4-yl-methanone via the same procedure used for the preparation of (2S,1R)-2-ethoxy-3-(4-{1-[2-(4-phenoxy-phenyl)-ethylcarbamoyl]-ethoxy}-phenyl)-propionic acid (Example 1, step 3) to produce a yellow oil. MS (ES) for C24H26ClNO6 [M+H]+: 460.